This data is from the Open Reaction Database (ORD), a public repository of structured organic reaction records. The task is: describe an organic reaction: reactants, conditions, products, and yield The reactants are ClC(=O)OC(C)C (isopropyl chloroformate), C1(=CC=C(C=C1)S(=O)(=O)NNC(=O)N)C (p-toluenesulfonyl semicarbazide), [OH-].[K+] (KOH). Solvent: O (water), O (water). Conditions: temperature 10 celsius. The product is C1(=CC=C(C=C1)S(=O)(=O)N(NC(N)=O)C(=O)OC(C)C)C (1-p-Toluenesulfonyl-1-Carbisopropoxy-2-Carbamyl Hydrazine). As a reaction SMILES: Cl[C:2]([O:4][CH:5]([CH3:7])[CH3:6])=[O:3].[C:8]1([CH3:22])[CH:13]=[CH:12][C:11]([S:14]([NH:17][NH:18][C:19]([NH2:21])=[O:20])(=[O:16])=[O:15])=[CH:10][CH:9]=1.[OH-].[K+]>O>[C:8]1([CH3:22])[CH:9]=[CH:10][C:11]([S:14]([N:17]([C:2]([O:4][CH:5]([CH3:7])[CH3:6])=[O:3])[NH:18][C:19](=[O:20])[NH2:21])(=[O:15])=[O:16])=[CH:12][CH:13]=1 |f:2.3|. Procedure: The reaction is conducted in a 2 liter reaction flask equipped with thermometer, mechanical stirrer, dropping funnel, and an ice-water bath. 400 ml. water is placed in the flask and cooled to 10° C. Then 73.4 g. (0.6 mole) of isopropyl chloroformate is added. The mixture is stirred at 10° C. as a filtered solution of 114.5 g. (0.5 moles) of p-toluenesulfonyl semicarbazide in a mixture of 36.5 g. (0.55 mole) of KOH in 400 ml. of water is dropped in over the period of an hour, keeping the temperat... The reactants are N#Cc1ccccc1-c1ccc(C(=O)NCc2cccc(Br)n2)c(NCCc2cccc(F)c2)n1, CN1CCCC1=O, NCCCN. Product: N#Cc1ccccc1-c1ccc(C(=O)NCc2cccc(NCCCN)n2)c(NCCc2cccc(F)c2)n1. Reaction SMILES: [Br:1][c:2]1[cH:3][cH:4][cH:5][c:6]([CH2:8][NH:9][C:10]([c:11]2[c:12]([NH:25][CH2:26][CH2:27][c:28]3[cH:29][c:30]([F:34])[cH:31][cH:32][cH:33]3)[n:13][c:14](-[c:17]3[c:18]([C:23]#[N:24])[cH:19][cH:20][cH:21][cH:22]3)[cH:15][cH:16]2)=[O:35])[n:7]1.[CH3:41][N:42]1[CH2:43][CH2:44][CH2:45][C:46]1=[O:47].[NH2:36][CH2:37][CH2:38][CH2:39][NH2:40]>>[c:2]1([NH:40][CH2:39][CH2:38][CH2:37][NH2:36])[cH:3][cH:4][cH:5][c:6]([CH2:8][NH:9][C:10]([c:11]2[c:12]([NH:25][CH2:26][CH2:27][c:28]3[cH:29][c:30]([F:34])[cH:31][cH:32][cH:33]3)[n:13][c:14](-[c:17]3[c:18]([C:23]#[N:24])[cH:19][cH:20][cH:21][cH:22]3)[cH:15][cH:16]2)=[O:35])[n:7]1.